Task: describe an organic reaction: reactants, conditions, products, and yield. Dataset: the Open Reaction Database (ORD), a public repository of structured organic reaction records Run in CO (MeOH), C1CCOC1 (THF). Yield: 85.7%. Starting materials: C(C)OC(=O)C1=CC(=C2C(=CN(C2=C1)C1CC1)Cl)OC (ethyl-3-chloro-1-cyclopropyl-4-(methyloxy)-1H-indole-6-carboxylate). Conditions: temperature 60 celsius, time 9 hour. RXN SMILES: C([O:3][C:4]([C:6]1[CH:14]=[C:13]2[C:9]([C:10]([Cl:18])=[CH:11][N:12]2[CH:15]2[CH2:17][CH2:16]2)=[C:8]([O:19][CH3:20])[CH:7]=1)=[O:5])C>CO.C1COCC1>[Cl:18][C:10]1[C:9]2[C:13](=[CH:14][C:6]([C:4]([OH:5])=[O:3])=[CH:7][C:8]=2[O:19][CH3:20])[N:12]([CH:15]2[CH2:17][CH2:16]2)[CH:11]=1. Product: ClC1=CN(C2=CC(=CC(=C12)OC)C(=O)O)C1CC1 (3-chloro-1-cyclopropyl-4-(methyloxy)-1H-indole-6-carboxylic acid). Procedure: To a stirred solution of 1.03 g of ethyl-3-chloro-1-cyclopropyl-4-(methyloxy)-1H-indole-6-carboxylate in 15 ml of MeOH and 10 ml of THF was added 2 ml of 5N NaOHaq and the mixture was stirred at 60° C. for 9 hrs. After evaporation of MeOH and THF, the mixture was diluted with water and 2 ml of 5N HClaq was added thereto. The precipitate was collected by filtration and dried in vacuo to give 798 mg of 3-chloro-1-cyclopropyl-4-(methyloxy)-1H-indole-6-carboxylic acid as a colorless solid.